From a dataset of the Open Reaction Database (ORD), a public repository of structured organic reaction records. describe an organic reaction: reactants, conditions, products, and yield Reaction conditions: time 7 hour. Run in C(C)N(CC)CC (triethylamine), CN(C=O)C (dimethylformamide). Reported procedure: 2.8 Grams of 6-(1-hydroxy-4-chlorobutyl)-3,4-dihydrocarbostyril and 1.8 g of sodium iodide were mixed in 60 ml of dimethylformamide and the mixture was stirred at a room temperature for 7 hours. To the reaction mixture were added 2 g of triethylamine and 2.5 g of 4-phenylpiperazine and stirred at a room temperature for 24 hours. The reaction mixture was poured into 200 ml of 1%-sodium hydrogencarbonate aqueous solution and was extracted with chloroform. The chloroform layer was washed with water... Reactants: C(O)([O-])=O.[Na+] (sodium hydrogencarbonate), C1(=CC=CC=C1)N1CCNCC1 (4-phenylpiperazine), OC(CCCCl)C=1C=C2CCC(NC2=CC1)=O (6-(1-hydroxy-4-chlorobutyl)-3,4-dihydrocarbostyril), [I-].[Na+] (sodium iodide). The product is OC(CCCN1CCN(CC1)C1=CC=CC=C1)C=1C=C2CCC(NC2=CC1)=O (6-[1-hydroxy-4-(4-phenyl-1-piperazinyl)butyl]-3,4-dihydrocarbostyril). RXN SMILES: [OH:1][CH:2]([C:7]1[CH:8]=[C:9]2[C:14](=[CH:15][CH:16]=1)[NH:13][C:12](=[O:17])[CH2:11][CH2:10]2)[CH2:3][CH2:4][CH2:5]Cl.[I-].[Na+].[C:20]1([N:26]2[CH2:31][CH2:30][NH:29][CH2:28][CH2:27]2)[CH:25]=[CH:24][CH:23]=[CH:22][CH:21]=1.C(=O)([O-])O.[Na+]>CN(C)C=O.C(N(CC)CC)C>[OH:1][CH:2]([C:7]1[CH:8]=[C:9]2[C:14](=[CH:15][CH:16]=1)[NH:13][C:12](=[O:17])[CH2:11][CH2:10]2)[CH2:3][CH2:4][CH2:5][N:29]1[CH2:30][CH2:31][N:26]([C:20]2[CH:25]=[CH:24][CH:23]=[CH:22][CH:21]=2)[CH2:27][CH2:28]1 |f:1.2,4.5|. The reactants are ( 9 ), FC(C(=O)O)(F)F.FC(C(=O)O)(F)F.CC1=NC2=CC=CC=C2C(=C1)COC1=CC=C(C(=O)NCC2(C(NC(NC2=O)=O)=O)C2CCNCC2)C=C1 (4-[(2-Methyl-4-quinolinyl)methoxy]-N-{[2,4,6-trioxo-5-(4-piperidinyl)hexahydro-5-pyrimidinyl]methyl}benzamide bis(trifluoroacetate)). The solvent is CC(=O)C (acetone). The product is C(C)(C)N1CCC(CC1)C1(C(NC(NC1=O)=O)=O)CNC(C1=CC=C(C=C1)OCC1=CC(=NC2=CC=CC=C12)C)=O (N-[5-(1-Isopropyl-piperidin-4-yl)-2,4,6-trioxo-hexahydro-pyrimidin-5-ylmethyl]-4-(2-methyl-quinolin-4-ylmethoxy)-benzamide). Yield: 32.8%. RXN SMILES: F[C:2](F)(F)[C:3](O)=O.F[C:9](F)(F)C(O)=O.[CH3:15][C:16]1[CH:25]=[C:24]([CH2:26][O:27][C:28]2[CH:52]=[CH:51][C:31]([C:32]([NH:34][CH2:35][C:36]3([CH:45]4[CH2:50][CH2:49][NH:48][CH2:47][CH2:46]4)[C:41](=[O:42])[NH:40][C:39](=[O:43])[NH:38][C:37]3=[O:44])=[O:33])=[CH:30][CH:29]=2)[C:23]2[C:18](=[CH:19][CH:20]=[CH:21][CH:22]=2)[N:17]=1>CC(C)=O>[CH:2]([N:48]1[CH2:49][CH2:50][CH:45]([C:36]2([CH2:35][NH:34][C:32](=[O:33])[C:31]3[CH:30]=[CH:29][C:28]([O:27][CH2:26][C:24]4[C:23]5[C:18](=[CH:19][CH:20]=[CH:21][CH:22]=5)[N:17]=[C:16]([CH3:15])[CH:25]=4)=[CH:52][CH:51]=3)[C:37](=[O:44])[NH:38][C:39](=[O:43])[NH:40][C:41]2=[O:42])[CH2:46][CH2:47]1)([CH3:3])[CH3:9] |f:0.1.2|. Procedure: Following the procedure analogous to that used in reaction (9), the compound from Example 29 was reacted with acetone for 5 days to provide the title compound (7 mg, 32.8%). MS found: (M+H)+=558.4. Starting materials: OCC1COC(OC1)C1=CC=CC=C1 (5-hydroxymethyl-2-phenyl-1,3-dioxane), BrC(Br)(Br)Br (tetrabromomethane), C1(=CC=CC=C1)P(C1=CC=CC=C1)C1=CC=CC=C1 (triphenylphosphine). Solvent: C1=CC=CC=C1 (benzene). Run at temperature 70 celsius, time 30 minute. The product is BrCC1COC(OC1)C1=CC=CC=C1 (5-bromomethyl-2-phenyl-1,3-dioxane). Isolated yield 75.6%. RXN SMILES: O[CH2:2][CH:3]1[CH2:8][O:7][CH:6]([C:9]2[CH:14]=[CH:13][CH:12]=[CH:11][CH:10]=2)[O:5][CH2:4]1.[Br:15]C(Br)(Br)Br.C1(P(C2C=CC=CC=2)C2C=CC=CC=2)C=CC=CC=1>C1C=CC=CC=1>[Br:15][CH2:2][CH:3]1[CH2:8][O:7][CH:6]([C:9]2[CH:14]=[CH:13][CH:12]=[CH:11][CH:10]=2)[O:5][CH2:4]1. Procedure details: To a vigorously stirred solution of 19.4 g (0.1M) of 5-hydroxymethyl-2-phenyl-1,3-dioxane m1 and 33.1 g (0.1M) of tetrabromomethane in 60 ml of anhydrous benzene at 70° C., is added 26.2 g (0.1M) of triphenylphosphine in 45 minutes. After stirring at 70° C. for an another 30 minutes, the solvent is evaporated. To the residue is added 200 ml of ether and ether insoluble triphenylphosphine oxide is removed by filtration. After repeating this procedure twice, the solvent of the filtrated is evapora... Reactants: C1OC23[C@]4(C)[C@@H](CC2(OCCO3)OC1)[C@@H]1C[C@H]([C@]3(CCCC[C@]3(C)[C@H]1CC4)O)C#N (17,17-bis(ethylendioxy)-5α-hydroxy-6β-cyanoandrostane), C(#N)[C@H]1C[C@H]2[C@@H]3CCC([C@@]3(C)CC[C@@H]2[C@]2(CCC(CC12)=O)C)=O (6α-cyanoandrostane-3,17-dione). The product is O[C@]12[C@@H](C[C@H]3[C@@H]4CCC([C@@]4(C)CC[C@@H]3[C@]2(CCC(C1)=O)C)=O)C#N (5α-Hydroxy-6β-cyanoandrostane-3,17-dione). The yield is 82.0%. Reaction SMILES: C1CO[C:8]23OCC[O:12][C:3]2([C@:4]2([CH2:27][CH2:26][C@H:25]4[C@@H:15]([CH2:16][C@@H:17]([C:29]#[N:30])[C@:18]5([OH:28])[C@:23]4([CH3:24])[CH2:22][CH2:21][CH2:20][CH2:19]5)[C@@H:6]2[CH2:7]3)[CH3:5])O1.C([C@@H]1C2[C@](C)(CCC(=[O:51])C2)[C@@H]2[C@H]([C@H]3[C@@](CC2)(C)C(=O)CC3)C1)#N>>[OH:28][C@:18]12[CH2:19][C:20](=[O:51])[CH2:21][CH2:22][C@:23]1([CH3:24])[C@@H:25]1[C@H:15]([C@H:6]3[C@@:4]([CH2:27][CH2:26]1)([CH3:5])[C:3](=[O:12])[CH2:8][CH2:7]3)[CH2:16][C@H:17]2[C:29]#[N:30]. Reported procedure: The title compound II-ai was prepared in 82% yield from 3,3:17,17-bis(ethylendioxy)-5α-hydroxy-6β-cyanoandrostane by the procedure described above for the preparation of 6α-cyanoandrostane-3,17-dione (II-ac, Prepn. 3). The crude product was purified by flash chromatography (SiO2, n-hexane/CH2Cl2/acetone 60/20/20) to give the title compound II-ae. 1H-NMR (300 MHz, acetone-d6, ppm from TMS): δ 4.27 (s, 1H), 3.21 (d, 1H), 2.92 (m, 1H), 2.62-1.24 (m, 18H), 1.50 (s, 3H), 0.93 (s, 3H). Run in O (water), C(C)(=O)OCC (ethyl acetate), CS(=O)C (DMSO). Conditions: temperature 100 celsius, time 5 hour. The product is CN(C1=C(C=C(C=O)C=C1)OC)C (4-dimethylamino-3-methoxybenzaldehyde). Reported procedure: 4-Fluoro-3-methoxybenzaldehyde (500 mg, 3.24 mmol) was dissolved in 6.9 mL of DMSO and 2.8 mL of water, and then potassium carbonate (0.45 g, 3.3 mmol) and dimethylamine solution in ethanol (0.88 mL, 5.5 M, 4.8 mmol) were added to the solution at room temperature, successively. After being stirred at 100° C. for 5 h, the reaction mixture was cooled to room temperature. The reaction mixture was diluted with ethyl acetate, and the solution was washed with water, brine, and dried over MgSO4. After ... As a reaction SMILES: F[C:2]1[CH:9]=[CH:8][C:5]([CH:6]=[O:7])=[CH:4][C:3]=1[O:10][CH3:11].C(=O)([O-])[O-].[K+].[K+].[CH3:18][NH:19][CH3:20].C(O)C>CS(C)=O.O.C(OCC)(=O)C>[CH3:18][N:19]([CH3:20])[C:2]1[CH:9]=[CH:8][C:5]([CH:6]=[O:7])=[CH:4][C:3]=1[O:10][CH3:11] |f:1.2.3|. Yield: 98.0%. Reactants: C([O-])([O-])=O.[K+].[K+] (potassium carbonate), CNC (dimethylamine), C(C)O (ethanol), FC1=C(C=C(C=O)C=C1)OC (4-Fluoro-3-methoxybenzaldehyde). Starting materials: C(C1=CC=CC=C1)OC1=NC(=NC=C1)NC1=CC=C(C=C1)C=1N=C(C2=C(N1)CN(CC2)C(C)C)N2[C@H](COCC2)C ((S)-4-(benzyloxy)-N-(4-(7-isopropyl-4-(3-methylmorpholino)-5,6,7,8-tetrahydropyrido[3,4-d]pyrimidin-2-yl)phenyl)pyrimidin-2-amine), CO (Methanol), O1CCCC1 (Tetrahydrofuran). Reagents/catalysts: [OH-].[OH-].[Pd+2] (Palladium hydroxide on carbon). Conditions: temperature 40 celsius, time 8 hour. The product is C(C)(C)N1CC=2N=C(N=C(C2CC1)N1[C@H](COCC1)C)C1=CC=C(C=C1)NC1=CC=CC(N1)=O ((S)-6-(4-(7-isopropyl-4-(3-methylmorpholino)-5,6,7,8-tetrahydropyrido[3,4-d]pyrimidin-2-yl)phenylamino)pyridin-2(1H)-one). As a reaction SMILES: C([O:8][C:9]1[CH:14]=CN=[C:11]([NH:15][C:16]2[CH:21]=[CH:20][C:19]([C:22]3[N:23]=[C:24]([N:35]4[CH2:40][CH2:39][O:38][CH2:37][C@@H:36]4[CH3:41])[C:25]4[CH2:31][CH2:30][N:29]([CH:32]([CH3:34])[CH3:33])[CH2:28][C:26]=4[N:27]=3)=[CH:18][CH:17]=2)[N:10]=1)C1C=CC=CC=1.CO.O1CC[CH2:46][CH2:45]1>[OH-].[OH-].[Pd+2]>[CH:32]([N:29]1[CH2:30][CH2:31][C:25]2[C:24]([N:35]3[CH2:40][CH2:39][O:38][CH2:37][C@@H:36]3[CH3:41])=[N:23][C:22]([C:19]3[CH:18]=[CH:17][C:16]([NH:15][C:11]4[NH:10][C:9](=[O:8])[CH:14]=[CH:46][CH:45]=4)=[CH:21][CH:20]=3)=[N:27][C:26]=2[CH2:28]1)([CH3:34])[CH3:33] |f:3.4.5|. Reported procedure: Step 2—Synthesis of compound xa: (S)-4-(benzyloxy)-N-(4-(7-isopropyl-4-(3-methylmorpholino)-5,6,7,8-tetrahydropyrido[3,4-d]pyrimidin-2-yl)phenyl)pyrimidin-2-amine (0.186 g, 0.337 mmol) was purged under nitrogen then added 20% Palladium hydroxide on carbon (2:8, Palladium hydroxide:carbon black, 0.14 g) followed by dry Methanol (4.85 mL, 1.20E2 mmol) Acetic acid (0.46 mL, 8.1 mmol) and dry Tetrahydrofuran (4.85 mL, 59.8 mmol) purged with hydrogen, heated at 40° C. and stirred overnight under an a...